From a dataset of the Open Reaction Database (ORD), a public repository of structured organic reaction records. describe an organic reaction: reactants, conditions, products, and yield Reactants: ClC1=CC(=CC=C1)C(=O)OO (m-chloroperbenzoic acid), C(#N)C=1C=CC2=C([C@H]([C@@H](C(O2)(COC)COC)O)NC2=NN(C(C=C2)=O)CCSC)C1 ((-)-(3S,4R)-6-Cyano-3,4-dihydro-4-[(1,6-dihydro-1-(2-methylthioethyl)-6-oxo-3-pyridazinyl)amino]-2,2-bis(methoxymethyl)-2H-1-benzopyran-3-ol), C(O)([O-])=O.[Na+] (sodium hydrogen carbonate). Solvent: ClCCl (dichloromethane). Product: C(#N)C=1C=CC2=C([C@H]([C@@H](C(O2)(COC)COC)O)NC2=NN(C(C=C2)=O)CCS(=O)C)C1 ((+)-(3S,4R)-6-Cyano-3,4-dihydro-4-[(1,6-dihydro-1-(2-methylsulfinylethyl)-6-oxo-3-pyridazinyl)amino]-2,2-bis(methoxymethyl)-2H-1-benzopyran-3-ol). Isolated yield 32.8%. As a reaction SMILES: [C:1]([C:3]1[CH:4]=[CH:5][C:6]2[O:11][C:10]([CH2:15][O:16][CH3:17])([CH2:12][O:13][CH3:14])[C@@H:9]([OH:18])[C@H:8]([NH:19][C:20]3[CH:25]=[CH:24][C:23](=[O:26])[N:22]([CH2:27][CH2:28][S:29][CH3:30])[N:21]=3)[C:7]=2[CH:31]=1)#[N:2].ClC1C=CC=C(C(OO)=[O:40])C=1.C(=O)([O-])O.[Na+]>ClCCl>[C:1]([C:3]1[CH:4]=[CH:5][C:6]2[O:11][C:10]([CH2:12][O:13][CH3:14])([CH2:15][O:16][CH3:17])[C@@H:9]([OH:18])[C@H:8]([NH:19][C:20]3[CH:25]=[CH:24][C:23](=[O:26])[N:22]([CH2:27][CH2:28][S:29]([CH3:30])=[O:40])[N:21]=3)[C:7]=2[CH:31]=1)#[N:2] |f:2.3|. Procedure details: (-)-(3S,4R)-6-Cyano-3,4-dihydro-4-[(1,6-dihydro-1-(2-methylthioethyl)-6-oxo-3-pyridazinyl)amino]-2,2-bis(methoxymethyl)-2H-1-benzopyran-3-ol (262 mg) obtained in Example 57 was dissolved in dichloromethane (20 ml), and m-chloroperbenzoic acid (152 mg) was added under ice-cooling. The mixture was reacted for 30 minutes. The reaction mixture was poured in a saturated aqueous solution of sodium hydrogen carbonate and extracted with chloroform. The organic layer was washed with saturated brine and d... The reactants are C1CCNC1, CCOC(C)=O, O=C(O)C=Cc1ccc(C(F)(F)F)nc1Cl, CN(C)C=O. The product is O=C(O)C=Cc1ccc(C(F)(F)F)nc1N1CCCC1. Reaction SMILES: [CH2:22]1[CH2:23][CH2:24][NH:25][CH2:26]1.[CH3:27][CH2:28][O:29][C:30]([CH3:31])=[O:32].[Cl:1][c:2]1[n:3][c:4]([C:13]([F:14])([F:15])[F:16])[cH:5][cH:6][c:7]1[CH:8]=[CH:9][C:10](=[O:11])[OH:12].[O:17]=[CH:18][N:19]([CH3:20])[CH3:21]>>[c:2]1([N:25]2[CH2:24][CH2:23][CH2:22][CH2:26]2)[n:3][c:4]([C:13]([F:14])([F:15])[F:16])[cH:5][cH:6][c:7]1[CH:8]=[CH:9][C:10](=[O:11])[OH:12]. The reactants are C(CCCCCCC\C=C/CCCCCCCC)(=O)OC (methyl oleate), CO, 30, CS(=O)(=O)O (methanesulfonic acid). Reagents/catalysts: [Pd].C(C)(C)(C)P(C(C)(C)C)CC1=C(C=CC=C1)CP(C(C)(C)C)C(C)(C)C (Pd bis(di-tert-butylphosphinomethyl)benzene). Run in CO (methanol). The product is diester, COC(=O)CCCCCCCCCCCCCCCCCCCC(=O)OC (1,19-nonadecanedicarboxylic dimethyl ester). Isolated yield 76.0%. Reaction SMILES: [C:1]([O:20][CH3:21])(=[O:19])[CH2:2][CH2:3][CH2:4][CH2:5][CH2:6][CH2:7][CH2:8]/[CH:9]=[CH:10]\[CH2:11][CH2:12][CH2:13][CH2:14][CH2:15][CH2:16][CH2:17][CH3:18].CS(O)(=O)=O>CO.[Pd].C(P(CC1C=CC=CC=1CP(C(C)(C)C)C(C)(C)C)C(C)(C)C)(C)(C)C>[CH3:21][O:20][C:1]([CH2:2][CH2:3][CH2:4][CH2:5][CH2:6][CH2:7][CH2:8][CH2:9][CH2:10][CH2:11][CH2:12][CH2:13][CH2:14][CH2:15][CH2:16][CH2:17][CH2:18][CH2:3][CH2:2][C:1]([O:20][CH3:21])=[O:19])=[O:19] |f:3.4|. Procedure: 210 ml of crude methyl oleate are reacted with 2.4 mol % of catalyst, in this example Pd/bis(di-tert-butylphosphinomethyl)benzene, in 770 ml of methanol and in the presence of 45 mol % of methanesulfonic acid at a temperature of 80° C. and a CO partial pressure of 30 000 hPa in a reaction time of 22 hours with constant stirring to give the alpha,omega-dicarboxylic diester, here 1,19-nonadecanedicarboxylic dimethyl ester. The catalyst was preformed in the same way as under example 1. The crude di... Starting materials: CI, CN(C)C=O, CC1(C)C(=O)N(c2ccc(C#N)c(C(F)(F)F)c2)C(=O)N1CCCCO, [H-], [Na+], O. The product is COCCCCN1C(=O)N(c2ccc(C#N)c(C(F)(F)F)c2)C(=O)C1(C)C. Reaction SMILES: [CH3:29][I:30].[CH3:32][N:33]([CH3:34])[CH:35]=[O:36].[CH3:3][C:4]1([CH3:28])[N:5]([CH2:23][CH2:24][CH2:25][CH2:26][OH:27])[C:6](=[O:22])[N:7]([c:10]2[cH:11][c:12]([C:18]([F:19])([F:20])[F:21])[c:13]([C:14]#[N:15])[cH:16][cH:17]2)[C:8]1=[O:9].[H-:1].[Na+:2].[OH2:31]>>[CH3:3][C:4]1([CH3:28])[N:5]([CH2:23][CH2:24][CH2:25][CH2:26][O:27][CH3:29])[C:6](=[O:22])[N:7]([c:10]2[cH:11][c:12]([C:18]([F:19])([F:20])[F:21])[c:13]([C:14]#[N:15])[cH:16][cH:17]2)[C:8]1=[O:9].